This data is from the Open Reaction Database (ORD), a public repository of structured organic reaction records. The task is: describe an organic reaction: reactants, conditions, products, and yield Product: CCOc1ccc(C(C)(C)CC=Cc2cccc(Cc3ccccc3)c2)cc1. Starting materials: [Al+3], [Al+3], CCOc1ccc(C(C)(C)CC=Cc2cccc(C(=O)c3ccccc3)c2)cc1, CCOC(C)=O, [Cl-], [Cl-], [Cl-], [H-], [H-], [H-], [H-], [Li+], O. RXN SMILES: [Al+3:2].[Al+3:8].[C:11]([c:12]1[cH:13][cH:14][cH:15][cH:16][cH:17]1)(=[O:18])[c:19]1[cH:20][c:21]([CH:25]=[CH:26][CH2:27][C:28]([CH3:29])([CH3:30])[c:31]2[cH:32][cH:33][c:34]([O:37][CH2:38][CH3:39])[cH:35][cH:36]2)[cH:22][cH:23][cH:24]1.[CH3:40][CH2:41][O:42][C:43](=[O:44])[CH3:45].[Cl-:10].[Cl-:7].[Cl-:9].[H-:1].[H-:4].[H-:5].[H-:6].[Li+:3].[OH2:46]>>[CH2:11]([c:12]1[cH:13][cH:14][cH:15][cH:16][cH:17]1)[c:19]1[cH:20][c:21]([CH:25]=[CH:26][CH2:27][C:28]([CH3:29])([CH3:30])[c:31]2[cH:32][cH:33][c:34]([O:37][CH2:38][CH3:39])[cH:35][cH:36]2)[cH:22][cH:23][cH:24]1.